This data is from the Open Reaction Database (ORD), a public repository of structured organic reaction records. The task is: describe an organic reaction: reactants, conditions, products, and yield The reactants are [H-].[Na+] (sodium hydride), N1C=NC=C1 (imidazole), C(C)(C)N(CC)C(C)C (diisopropylethylamine), BrC=1N(C2=NC=NC(=C2N1)N1CCC(CC1)N1C(NC2=C1C=CC=C2)=O)C (1-[1-(8-Bromo-9-methyl-9H-purin-6-yl)piperidin-4-yl]-1,3-dihydro-2H-benzimidazol-2-one). The solvent is C(C)O (ethanol). Run at temperature 100 celsius. Yields the product N1(C=NC=C1)C=1N(C2=NC=NC(=C2N1)N1CCC(CC1)N1C(NC2=C1C=CC=C2)=O)C (1-{1-[8-(1H-imidazol-1-yl)-9-methyl-9H-purin-6-yl]piperidin-4-yl}-1,3-dihydro-2H-benzimidazol-2-one). The yield is 48.1%. Reaction SMILES: Br[C:2]1[N:3]([CH3:27])[C:4]2[C:9]([N:10]=1)=[C:8]([N:11]1[CH2:16][CH2:15][CH:14]([N:17]3[C:21]4[CH:22]=[CH:23][CH:24]=[CH:25][C:20]=4[NH:19][C:18]3=[O:26])[CH2:13][CH2:12]1)[N:7]=[CH:6][N:5]=2.[NH:28]1[CH:32]=[CH:31][N:30]=[CH:29]1.C(N(C(C)C)CC)(C)C.[H-].[Na+]>C(O)C>[N:28]1([C:2]2[N:3]([CH3:27])[C:4]3[C:9]([N:10]=2)=[C:8]([N:11]2[CH2:12][CH2:13][CH:14]([N:17]4[C:21]5[CH:22]=[CH:23][CH:24]=[CH:25][C:20]=5[NH:19][C:18]4=[O:26])[CH2:15][CH2:16]2)[N:7]=[CH:6][N:5]=3)[CH:32]=[CH:31][N:30]=[CH:29]1 |f:3.4|. Reported procedure: 1-[1-(8-Bromo-9-methyl-9H-purin-6-yl)piperidin-4-yl]-1,3-dihydro-2H-benzimidazol-2-one (50 mg, 0.12 mmol) was dissolved in ethanol (1 mL). To this solution was added imidazole (24 mg, 0.35 mmol) and diisopropylethylamine (39 μL, 0.23 mmol). This mixture was irradiated in the microwave at 180° C. for 6 hours. The ethanol was removed in vacuo and replaced by DMA (1 mL). To this solution was added 1 equiv. of sodium hydride. After heating to 100° C. for 1 hour, the mixture was filtered and purified... Reactants: [Na].C1(C(CC(CC1)C(C)C)S(=O)(=O)[O-])C (Sodium p-menthane-2-sulfonate), C1(C(CC(CC1)C(C)C)S(=O)(=O)O)C (p-menthane-2-sulfonic acid), [OH-].[NH4+] (ammonium hydroxide). Product: C1(C(CC(CC1)C(C)C)S(=O)(=O)[O-])C.[NH4+] (Ammonium p-menthane-2-sulfonate). RXN SMILES: [Na].[CH:2]1([CH3:15])[CH2:7][CH2:6][CH:5]([CH:8]([CH3:10])[CH3:9])[CH2:4][CH:3]1[S:11]([O-:14])(=[O:13])=[O:12].C1(C)CCC(C(C)C)CC1S(O)(=O)=O.[OH-].[NH4+:31]>>[CH:2]1([CH3:15])[CH2:7][CH2:6][CH:5]([CH:8]([CH3:10])[CH3:9])[CH2:4][CH:3]1[S:11]([O-:14])(=[O:13])=[O:12].[NH4+:31] |f:0.1,3.4,5.6,^1:0|. Reported procedure: Sodium-p-menthane-2-sulfonate, 35 grams, prepared as in Example 9 was passed through an ion-exchange column. The eluate containing p-menthane-2-sulfonic acid was neutralized with dilute ammonium hydroxide. The solution was evaporated to dryness and the residue stored in vacuo over phosphorus pentoxide. The product was 91.7% pure by NMR analysis. Starting materials: ClN1C(CCC1=O)=O (N-Chlorosuccinimide), ClC1=CC=C(C=C1)C=1NC(=CC1SC1=CC=CC=C1)C(F)(F)F (2-(p-chlorophenyl)-3-(phenylthio)-5-(trifluoromethyl)pyrrole). Run in O1CCCC1 (tetrahydrofuran). Run at time 8 hour. Yields the product ethyl acetate hexanes, ClC1=C(NC(=C1SC1=CC=CC=C1)C1=CC=C(C=C1)Cl)C(F)(F)F (3-Chloro-5-(p-chlorophenyl)-4-(phenylthio)-2-(trifluoromethyl)pyrrole). As a reaction SMILES: [Cl:1]N1C(=O)CCC1=O.[Cl:9][C:10]1[CH:15]=[CH:14][C:13]([C:16]2[NH:17][C:18]([C:28]([F:31])([F:30])[F:29])=[CH:19][C:20]=2[S:21][C:22]2[CH:27]=[CH:26][CH:25]=[CH:24][CH:23]=2)=[CH:12][CH:11]=1>O1CCCC1>[Cl:1][C:19]1[C:20]([S:21][C:22]2[CH:27]=[CH:26][CH:25]=[CH:24][CH:23]=2)=[C:16]([C:13]2[CH:14]=[CH:15][C:10]([Cl:9])=[CH:11][CH:12]=2)[NH:17][C:18]=1[C:28]([F:29])([F:31])[F:30]. Procedure: N-Chlorosuccinimide (0.734 g, 5.5 mmol) is added to a solution of 2-(p-chlorophenyl)-3-(phenylthio)-5-(trifluoromethyl)pyrrole (1.77 g, 5 mmol) in tetrahydrofuran. The reaction mixture is stirred overnight at room temperature, concentrated in vacuo, diluted with carbon tetrachloride and filtered. The resultant filtrate is concentrated in vacuo to obtain a residue. Flash column chromatography of the residue using silica gel and a 1:10 ethyl acetate/hexanes solution gives the title product as a ye...